This data is from the Open Reaction Database (ORD), a public repository of structured organic reaction records. The task is: describe an organic reaction: reactants, conditions, products, and yield The reactants are C=COC=C, ClC(Cl)(Cl)Cl, COC(=O)C(F)(OC(F)(F)C(F)(OC(F)=C(F)F)C(F)(F)F)C(F)(F)F. Yields the product C=COC=C, FC(F)=C(F)OC(F)(F)C(F)(OC(F)=C(F)F)C(F)(F)F. Reaction SMILES: [CH:27](=[CH2:28])[O:29][CH:30]=[CH2:31].[Cl:32][C:33]([Cl:34])([Cl:35])[Cl:36].[F:1][C:2]([C:4]([O:5][CH3:6])=[O:26])([O:7][C:8]([C:9]([O:10][C:11](=[C:12]([F:13])[F:14])[F:15])([C:16]([F:17])([F:18])[F:19])[F:20])([F:21])[F:22])[C:23]([F:3])([F:24])[F:25]>>[CH:27](=[CH2:28])[O:29][CH:30]=[CH2:31].[F:1][C:2]([O:7][C:8]([C:9]([O:10][C:11](=[C:12]([F:13])[F:14])[F:15])([C:16]([F:17])([F:18])[F:19])[F:20])([F:21])[F:22])=[C:23]([F:24])[F:25]. The reactants are C(C)(=O)OCCCCC=CCCCC (5-decenyl acetate), CO (methanol), [OH-].[Na+] (sodium hydroxide). Run in CCCCCC (hexane). Reaction conditions: time 3 hour. The product is C(CCCC=CCCCC)O (5-decenol). Yield: 89.8%. RXN SMILES: C([O:4][CH2:5][CH2:6][CH2:7][CH2:8][CH:9]=[CH:10][CH2:11][CH2:12][CH2:13][CH3:14])(=O)C.CO.[OH-].[Na+]>CCCCCC>[CH2:5]([OH:4])[CH2:6][CH2:7][CH2:8][CH:9]=[CH:10][CH2:11][CH2:12][CH2:13][CH3:14] |f:2.3|. Procedure: A portion of the 5-decenyl acetate can be removed and converted to the corresponding alcohol according to the following procedure and the scale can be adjusted as necessary. 15.0 g (67 mmol) of the 5-decenyl acetate, 35 mL of methanol and 34 mL of 2 M sodium hydroxide is added to a 250 mL round-bottomed flask. This mixture is stirred for 3 hours at room temperature. After 3 hours the hydrolysis is complete, 10 mL of hexane is then added and the solution is washed with 10 mL of 1 M HCl, 10 mL of ... The reactants are O=C([O-])[O-], CC1(C)c2cccc(P(c3ccccc3)c3ccccc3)c2Oc2c(P(c3ccccc3)c3ccccc3)cccc21, CCOCC, Fc1cnc(Cl)cc1I, [Cs+], [Cs+], CN1CCc2cccc(N)c2C1=O, CC(=O)[O-], CC(=O)[O-], C1COCCO1, [Pd+2]. The product is CN1CCc2cccc(Nc3cc(Cl)ncc3F)c2C1=O. Reaction SMILES: [C:14](=[O:15])([O-:16])[O-:17].[CH3:20][C:21]1([CH3:22])[c:23]2[cH:24][cH:25][cH:26][c:27]([P:28]([c:29]3[cH:30][cH:31][cH:32][cH:33][cH:34]3)[c:35]3[cH:36][cH:37][cH:38][cH:39][cH:40]3)[c:41]2[O:42][c:43]2[c:44]1[cH:45][cH:46][cH:47][c:48]2[P:49]([c:50]1[cH:51][cH:52][cH:53][cH:54][cH:55]1)[c:56]1[cH:57][cH:58][cH:59][cH:60][cH:61]1.[CH3:86][CH2:87][O:88][CH2:89][CH3:90].[Cl:62][c:63]1[n:64][cH:65][c:66]([F:70])[c:67]([I:69])[cH:68]1.[Cs+:18].[Cs+:19].[NH2:1][c:2]1[cH:3][cH:4][cH:5][c:6]2[c:11]1[C:10](=[O:12])[N:9]([CH3:13])[CH2:8][CH2:7]2.[O-:78][C:79]([CH3:80])=[O:81].[O-:82][C:83]([CH3:84])=[O:85].[O:71]1[CH2:72][CH2:73][O:74][CH2:75][CH2:76]1.[Pd+2:77]>>[NH:1]([c:2]1[cH:3][cH:4][cH:5][c:6]2[c:11]1[C:10](=[O:12])[N:9]([CH3:13])[CH2:8][CH2:7]2)[c:67]1[c:66]([F:70])[cH:65][n:64][c:63]([Cl:62])[cH:68]1. Starting materials: NC(=S)N(CCC1=CC=C(OC(C(=O)OCC)(C)C)C=C1)CC1=CC=C(C=C1)C(F)(F)F (ethyl 2-[4-(2-{(aminocarbonothioyl)[4-(trifluoromethyl)benzyl]amino}ethyl)phenoxy]-2-methylpropanoate), ClC1=CC=C(C(CBr)=O)C=C1 (4-chlorophenacyl bromide). Product: ClC1=CC=C(C=C1)C=1N=C(SC1)N(CCC1=CC=C(OC(C(=O)O)(C)C)C=C1)CC1=CC=C(C=C1)C(F)(F)F (2-[4-(2-{[4-(4-Chlorophenyl)-1,3-thiazol-2-yl][4-(trifluoromethyl)benzyl]amino}ethyl)phenoxy]-2-methylpropanoic acid). Reaction SMILES: [NH2:1][C:2]([N:4]([CH2:22][C:23]1[CH:28]=[CH:27][C:26]([C:29]([F:32])([F:31])[F:30])=[CH:25][CH:24]=1)[CH2:5][CH2:6][C:7]1[CH:21]=[CH:20][C:10]([O:11][C:12]([CH3:19])([CH3:18])[C:13]([O:15]CC)=[O:14])=[CH:9][CH:8]=1)=[S:3].[Cl:33][C:34]1[CH:43]=[CH:42][C:37]([C:38](=O)[CH2:39]Br)=[CH:36][CH:35]=1>>[Cl:33][C:34]1[CH:43]=[CH:42][C:37]([C:38]2[N:1]=[C:2]([N:4]([CH2:22][C:23]3[CH:28]=[CH:27][C:26]([C:29]([F:32])([F:31])[F:30])=[CH:25][CH:24]=3)[CH2:5][CH2:6][C:7]3[CH:8]=[CH:9][C:10]([O:11][C:12]([CH3:19])([CH3:18])[C:13]([OH:15])=[O:14])=[CH:20][CH:21]=3)[S:3][CH:39]=2)=[CH:36][CH:35]=1. Reported procedure: Similarly prepared from ethyl 2-[4-(2-{(aminocarbonothioyl)[4-(trifluoromethyl)benzyl]amino}ethyl)phenoxy]-2-methylpropanoate and 4-chlorophenacyl bromide. Starting materials: CO, CCOC(=O)C1(CCCc2c(F)cnc3ccc(OC)cc23)CCN(CCSc2ccccc2)CC1, [Na+], C1COCCO1, [OH-]. Product: COc1ccc2ncc(F)c(CCCC3(C(=O)O)CCN(CCSc4ccccc4)CC3)c2c1. As a reaction SMILES: [CH3:45][OH:46].[F:1][c:2]1[cH:3][n:4][c:5]2[cH:6][cH:7][c:8]([O:35][CH3:36])[cH:9][c:10]2[c:11]1[CH2:12][CH2:13][CH2:14][C:15]1([C:30](=[O:31])[O:32][CH2:33][CH3:34])[CH2:16][CH2:17][N:18]([CH2:21][CH2:22][S:23][c:24]2[cH:25][cH:26][cH:27][cH:28][cH:29]2)[CH2:19][CH2:20]1.[Na+:38].[O:39]1[CH2:40][CH2:41][O:42][CH2:43][CH2:44]1.[OH-:37]>>[F:1][c:2]1[cH:3][n:4][c:5]2[cH:6][cH:7][c:8]([O:35][CH3:36])[cH:9][c:10]2[c:11]1[CH2:12][CH2:13][CH2:14][C:15]1([C:30](=[O:31])[OH:32])[CH2:16][CH2:17][N:18]([CH2:21][CH2:22][S:23][c:24]2[cH:25][cH:26][cH:27][cH:28][cH:29]2)[CH2:19][CH2:20]1. Reactants: ClC1=CC(=NC=C1C#N)NC(=O)N1CCCC2=CC=C(N=C12)C(OC)OC (N-(4-chloro-5-cyanopyridin-2-yl)-7-(dimethoxymethyl)-3,4-dihydro-1,8-naphthyridine-1(2H)-carboxamide), ClC1=CC(=NC=C1C#N)NC(=O)N1CCCC2=CC=C(N=C12)C(OC)OC (N-(4-chloro-5-cyanopyridin-2-yl)-7-(dimethoxymethyl)-3,4-dihydro-1,8-naphthyridine-1(2H)-carboxamide), O1CCC(=CC1)B1OC(C(O1)(C)C)(C)C (2-(3,6-dihydro-2H-pyran-4-yl)-4,4,5,5-tetramethyl-1,3,2-dioxaborolane), C(=O)([O-])[O-].[Na+].[Na+] (Na2CO3), COCCOC (DME). The reagents and catalysts are Cl[Pd]([P](C1=CC=CC=C1)(C2=CC=CC=C2)C3=CC=CC=C3)([P](C4=CC=CC=C4)(C5=CC=CC=C5)C6=CC=CC=C6)Cl (PdCl2(PPh3)2). The solvent is CCOC(=O)C (EtOAc). Conditions: temperature 100 celsius, time 1 hour. Product: C(#N)C=1C(=CC(=NC1)NC(=O)N1CCCC2=CC=C(N=C12)C(OC)OC)C=1CCOCC1 (N-(5-cyano-4-(3,6-dihydro-2H-pyran-4-yl)pyridin-2-yl)-7-(dimethoxymethyl)-3,4-dihydro-1,8-naphthyridine-1(2H)-carboxamide). RXN SMILES: Cl[C:2]1[C:7]([C:8]#[N:9])=[CH:6][N:5]=[C:4]([NH:10][C:11]([N:13]2[C:22]3[C:17](=[CH:18][CH:19]=[C:20]([CH:23]([O:26][CH3:27])[O:24][CH3:25])[N:21]=3)[CH2:16][CH2:15][CH2:14]2)=[O:12])[CH:3]=1.[O:28]1[CH2:33][CH:32]=[C:31](B2OC(C)(C)C(C)(C)O2)[CH2:30][CH2:29]1.C([O-])([O-])=O.[Na+].[Na+].COCCOC>CCOC(C)=O.Cl[Pd](Cl)([P](C1C=CC=CC=1)(C1C=CC=CC=1)C1C=CC=CC=1)[P](C1C=CC=CC=1)(C1C=CC=CC=1)C1C=CC=CC=1>[C:8]([C:7]1[C:2]([C:31]2[CH2:32][CH2:33][O:28][CH2:29][CH:30]=2)=[CH:3][C:4]([NH:10][C:11]([N:13]2[C:22]3[C:17](=[CH:18][CH:19]=[C:20]([CH:23]([O:26][CH3:27])[O:24][CH3:25])[N:21]=3)[CH2:16][CH2:15][CH2:14]2)=[O:12])=[N:5][CH:6]=1)#[N:9] |f:2.3.4,^1:63,82|. Procedure details: N-(4-chloro-5-cyanopyridin-2-yl)-7-(dimethoxymethyl)-3,4-dihydro-1,8-naphthyridine-1(2H)-carboxamide (intermediate 2J, 60 mg, 0.155 mmol), 2-(3,6-dihydro-2H-pyran-4-yl)-4,4,5,5-tetramethyl-1,3,2-dioxaborolane (65.0 mg, 0.309 mmol), PdCl2(PPh3)2 (10.9 mg, 0.015 mmol), Na2CO3 (2 M in water, 0.232 ml, 0.464 mmol) and DME (2 ml) were charged into a sealed vial under argon. The mixture was stirred at 100° C. for 1 h, cooled to room temperature, diluted in EtOAc and washed with sat. aq. NaHCO3 (2×) an... The reactants are resultant solution, O (water), FC(C(=O)O)(F)F.ClC1=CN=C(C2=CC(=CC=C12)C(=O)NCC(=O)O)NC(=N)N (N-[(4-Chloro-1-guanidino-7-isoquinolinyl)carbonyl]glycine trifluoroacetate), Cl.NC(=N)N (guandine hydrochloride), C(C)(C)(C)OC(CNC(=O)C1=CC=C2C(=CN=C(C2=C1)Cl)Cl)=O (N-[(1,4-dichloro-7-isoquinolinyl)carbonyl]glycine t-butyl ester). Solvent: CS(=O)C (DMSO). Conditions: time 30 minute. Yields the product C(C)(C)(C)OC(CNC(=O)C1=CC=C2C(=CN=C(C2=C1)NC(=N)N)Cl)=O (N-[(4-chloro-1-guanidino-7-isoquinolinyl)carbonyl]glycine t-butyl ester). The yield is 20.6%. RXN SMILES: FC(F)(F)C(O)=O.[Cl:8][C:9]1[C:18]2[C:13](=[CH:14][C:15]([C:19]([NH:21][CH2:22][C:23]([OH:25])=[O:24])=[O:20])=[CH:16][CH:17]=2)[C:12]([NH:26][C:27]([NH2:29])=[NH:28])=[N:11][CH:10]=1.Cl.NC(N)=N.[C:35](OC(=O)CNC(C1C=C2C(C(Cl)=CN=C2Cl)=CC=1)=O)([CH3:38])([CH3:37])[CH3:36].O>CS(C)=O>[C:35]([O:24][C:23](=[O:25])[CH2:22][NH:21][C:19]([C:15]1[CH:14]=[C:13]2[C:18]([C:9]([Cl:8])=[CH:10][N:11]=[C:12]2[NH:26][C:27]([NH2:29])=[NH:28])=[CH:17][CH:16]=1)=[O:20])([CH3:38])([CH3:37])[CH3:36] |f:0.1,2.3|. Procedure details: N-[(4-Chloro-1-guanidino-7-isoquinolinyl)carbonyl]glycine trifluoroacetate ##STR60## NaH (34 mg, 60% dispersion in mineral oil, 0.85 mmol) was added to a stirred solution of guandine hydrochloride (80 mg, 0.84 mmol) in DMSO (2 mL) at 23° C. After 30 min, N-[(1,4-dichloro-7-isoquinolinyl)carbonyl]glycine t-butyl ester (120 mg, 0.34 mmol) was added and the resultant solution heated at 90° C. for 21 h. After cooling, the mixture was poured into water (30 mL), extracted with EtOAc, and then with CH2...